The task is: describe an organic reaction: reactants, conditions, products, and yield. This data is from the Open Reaction Database (ORD), a public repository of structured organic reaction records. Reactants: N(=O)[O-].[Na+] (NaNO2), C(#N)[Cu] (CuCN), [C-]#N.[K+] (KCN), C(=O)(O)[O-].[Na+] (NaHCO3), FeCl3, N(=O)O (nitrous acid), COC(C1=C(C=C(C=C1)N)Cl)=O (4-Amino-2-chloro-benzoic acid methyl ester). Run in O (water), O (water), OS(=O)(=O)O (H2SO4). Run at temperature 0 celsius, time 10 minute. Product: COC(C1=C(C=C(C=C1)C#N)Cl)=O (2-Chloro-4-cyano-benzoic acid methyl ester). RXN SMILES: [CH3:1][O:2][C:3](=[O:12])[C:4]1[CH:9]=[CH:8][C:7](N)=[CH:6][C:5]=1[Cl:11].N([O-])=O.[Na+].N(O)=O.C([O-])(O)=O.[Na+].[C:25]([Cu])#[N:26].[C-]#N.[K+]>OS(O)(=O)=O.O>[CH3:1][O:2][C:3](=[O:12])[C:4]1[CH:9]=[CH:8][C:7]([C:25]#[N:26])=[CH:6][C:5]=1[Cl:11] |f:1.2,4.5,7.8|. Reported procedure: 4-Amino-2-chloro-benzoic acid methyl ester (25 g, 72.7 mmol) was dissolved in 10% aqueous H2SO4 (150 mL) and the solution was cooled to 0° C. A solution of NaNO2 (11.15 g, 16.88 mmol) in water (50 mL) was added dropwise maintaining the temperature between 0-5° C. The mixture was stirred for 10 min., excess nitrous acid was neutralized using a saturated aqueous NaHCO3 solution. The resulting mixture was then added to a precooled (0-5° C.) suspension of CuCN (13.87 g, 155 mmol) and KCN (10.07 g, 1... The reactants are CC(=O)O, CC(=O)OC(C)=O, CCOC(C)=O, COC1OC(COC(=O)c2ccccc2)(COC(=O)c2ccccc2)C(OC(=O)c2ccccc2)C1OC(=O)c1ccccc1, O, O=S(=O)(O)O. The product is CC(=O)OC1OC(COC(=O)c2ccccc2)(COC(=O)c2ccccc2)C(OC(=O)c2ccccc2)C1OC(=O)c1ccccc1. RXN SMILES: [CH3:51][C:52]([OH:53])=[O:54].[CH3:55][C:56]([O:57][C:58](=[O:59])[CH3:60])=[O:61].[CH3:62][CH2:63][O:64][C:65](=[O:66])[CH3:67].[CH3:6][O:7][CH:8]1[CH:9]([O:10][C:11]([c:12]2[cH:13][cH:14][cH:15][cH:16][cH:17]2)=[O:18])[CH:19]([O:20][C:21]([c:22]2[cH:23][cH:24][cH:25][cH:26][cH:27]2)=[O:28])[C:29]([CH2:31][O:32][C:33]([c:34]2[cH:35][cH:36][cH:37][cH:38][cH:39]2)=[O:40])([CH2:41][O:42][C:43]([c:44]2[cH:45][cH:46][cH:47][cH:48][cH:49]2)=[O:50])[O:30]1.[OH2:68].[S:1](=[O:2])(=[O:3])([OH:4])[OH:5]>>[CH:8]1([O:53][C:52]([CH3:51])=[O:54])[CH:9]([O:10][C:11]([c:12]2[cH:13][cH:14][cH:15][cH:16][cH:17]2)=[O:18])[CH:19]([O:20][C:21]([c:22]2[cH:23][cH:24][cH:25][cH:26][cH:27]2)=[O:28])[C:29]([CH2:31][O:32][C:33]([c:34]2[cH:35][cH:36][cH:37][cH:38][cH:39]2)=[O:40])([CH2:41][O:42][C:43]([c:44]2[cH:45][cH:46][cH:47][cH:48][cH:49]2)=[O:50])[O:30]1. The reactants are FC=1C=CC=2C3=CC=CC=C3C(N(C2C1)C(=O)C1=CC=C(C=C1)O)C (4-[(3-fluoro-6-methylphenanthridin-5(6H)-yl)carbonyl]phenol). Solvent: C(Cl)(Cl)Cl (CHCl3). The product is FC=1C=CC=2C3=CC=CC=C3[C@H](N(C2C1)C(=O)C1=CC=C(C=C1)O)C (4-{[(6R)-3-fluoro-6-methylphenanthridin-5(6H)-yl]carbonyl}phenol). Reaction SMILES: [F:1][C:2]1[CH:3]=[CH:4][C:5]2[C:6]3[C:11]([CH:12]([CH3:25])[N:13]([C:16]([C:18]4[CH:23]=[CH:22][C:21]([OH:24])=[CH:20][CH:19]=4)=[O:17])[C:14]=2[CH:15]=1)=[CH:10][CH:9]=[CH:8][CH:7]=3>C(Cl)(Cl)Cl>[F:1][C:2]1[CH:3]=[CH:4][C:5]2[C:6]3[C:11]([C@@H:12]([CH3:25])[N:13]([C:16]([C:18]4[CH:19]=[CH:20][C:21]([OH:24])=[CH:22][CH:23]=4)=[O:17])[C:14]=2[CH:15]=1)=[CH:10][CH:9]=[CH:8][CH:7]=3. Procedure details: The enantiomers of 4-[(3-fluoro-6-methylphenanthridin-5(6H)-yl)carbonyl]phenol (720 mg, 2.16 mmol) were separated by automated, on-column solvent change, preparative, normal phase, chiral chromatography on a Chiralpak AD (20 mm×250 mm) column eluting with 35% hexane in ethanol at a flow rate of 15 mL/min with. The fractions containing the first peak were combined and concentrated in vacuo, to provide one peak (99.9%) with a retention time of 3.620 minutes was isolated as a white solid (318 mg, 8... Starting materials: BrC=1C=C2C=CC(=CC2=CC1)S(=O)(=O)N1CC(N(CC1)C(=O)C1CCN(CC1)C1=CC=NC=C1)C(=O)O (4-(6-bromonaphth-2-ylsulphonyl)-2-carboxy-1-[1-(4-pyridyl)piperidin-4-ylcarbonyl]piperazine), N1CCOCC1 (morpholine). The product is BrC=1C=C2C=CC(=CC2=CC1)S(=O)(=O)N1CC(N(CC1)C(=O)C1CCN(CC1)C1=CC=NC=C1)C(=O)N1CCOCC1 (4-(6-bromonaphth-2-ylsulphonyl)-2-morpholinocarbonyl-1-[1-(4-pyridyl)-piperidin-4-ylcarbonyl]piperazine). Isolated yield 60.0%. As a reaction SMILES: [Br:1][C:2]1[CH:3]=[C:4]2[C:9](=[CH:10][CH:11]=1)[CH:8]=[C:7]([S:12]([N:15]1[CH2:20][CH2:19][N:18]([C:21]([CH:23]3[CH2:28][CH2:27][N:26]([C:29]4[CH:34]=[CH:33][N:32]=[CH:31][CH:30]=4)[CH2:25][CH2:24]3)=[O:22])[CH:17]([C:35](O)=[O:36])[CH2:16]1)(=[O:14])=[O:13])[CH:6]=[CH:5]2.[NH:38]1[CH2:43][CH2:42][O:41][CH2:40][CH2:39]1>>[Br:1][C:2]1[CH:3]=[C:4]2[C:9](=[CH:10][CH:11]=1)[CH:8]=[C:7]([S:12]([N:15]1[CH2:20][CH2:19][N:18]([C:21]([CH:23]3[CH2:24][CH2:25][N:26]([C:29]4[CH:30]=[CH:31][N:32]=[CH:33][CH:34]=4)[CH2:27][CH2:28]3)=[O:22])[CH:17]([C:35]([N:38]3[CH2:43][CH2:42][O:41][CH2:40][CH2:39]3)=[O:36])[CH2:16]1)(=[O:13])=[O:14])[CH:6]=[CH:5]2. Procedure details: Using an analogous procedure to that described in Example 20, 4-(6-bromonaphth-2-ylsulphonyl)-2-carboxy-1-[1-(4-pyridyl)piperidin-4-ylcarbonyl]piperazine was reacted with morpholine to give 4-(6-bromonaphth-2-ylsulphonyl)-2-morpholinocarbonyl-1-[1-(4-pyridyl)-piperidin-4-ylcarbonyl]piperazine in 60% yield, m.p. 235-237° C.; Product: C(C)(C)(C)OC(CN1C(=C(C2=CC(=CC=C12)F)C1=NN(S(C2=C1C=CC=C2)(=O)=O)CC2=CC=CC=C2)C)=O ([3-(2-Benzyl-1,1-dioxo-1,2-dihydro-1λ6-benzo[e][1,2,3]thiadiazin-4-yl)-5-fluoro-2-methyl-indol-1-yl]-acetic acid tert-butyl ester). Solvent: O (H2O), C(Cl)Cl (CH2Cl2), CC#N (CH3CN). The reactants are C(C1=CC=CC=C1)Br (Benzyl bromide), C(=O)([O-])[O-].[K+].[K+] (K2CO3), FC=1C=C2C(=C(NC2=CC1)C)C1=NNS(C2=C1C=CC=C2)(=O)=O (4-(5-fluoro-2-methyl-1H-indol-3-yl)-2H-benzo[e][1,2,3]thiadiazine 1,1-dioxide), C(=O)([O-])[O-].[K+].[K+] (K2CO3), BrCC(=O)OC(C)(C)C (tert-butyl bromoacetate). RXN SMILES: [CH2:1](Br)[C:2]1[CH:7]=[CH:6][CH:5]=[CH:4][CH:3]=1.C([O-])([O-])=O.[K+].[K+].[F:15][C:16]1[CH:17]=[C:18]2[C:22](=[CH:23][CH:24]=1)[NH:21][C:20]([CH3:25])=[C:19]2[C:26]1[C:31]2[CH:32]=[CH:33][CH:34]=[CH:35][C:30]=2[S:29](=[O:37])(=[O:36])[NH:28][N:27]=1.Br[CH2:39][C:40]([O:42][C:43]([CH3:46])([CH3:45])[CH3:44])=[O:41]>CC#N.O.C(Cl)Cl>[C:43]([O:42][C:40](=[O:41])[CH2:39][N:21]1[C:22]2[C:18](=[CH:17][C:16]([F:15])=[CH:24][CH:23]=2)[C:19]([C:26]2[C:31]3[CH:32]=[CH:33][CH:34]=[CH:35][C:30]=3[S:29](=[O:36])(=[O:37])[N:28]([CH2:1][C:2]3[CH:7]=[CH:6][CH:5]=[CH:4][CH:3]=3)[N:27]=2)=[C:20]1[CH3:25])([CH3:46])([CH3:45])[CH3:44] |f:1.2.3|. Run at temperature 80 celsius, time 8 hour. Procedure: Benzyl bromide (10 μL, 67 μmol) and K2CO3 (10 mg, 72 μmol) were added to a solution of 4-(5-fluoro-2-methyl-1H-indol-3-yl)-2H-benzo[e][1,2,3]thiadiazine 1,1-dioxide (20 mg, 61 μmol) in CH3CN (1 mL), and stirred overnight at 80° C. An additional amount of K2CO3 (10 mg, 72 μmol) and tert-butyl bromoacetate (14 μL, 92 μmol) was added, and the reaction mixture stirred an additional 2 h at 80° C. The reaction mixture was diluted with H2O and CH2Cl2, and filtered through an Extrelut column. The Extrel... Starting materials: ClC1=NN=C(C2=CC=CC=C12)NC1=CC=C(C=C1)Cl (1-chloro-4-(4-chlorophenylamino)phthalazine), N1=CC=C(C=C1)CO (4-pyridyl-carbinol). Solvent: CC(=O)C.ClCCl (acetone dichloromethane). Yields the product ClC1=CC=C(C=C1)NC1=NN=C(C2=CC=CC=C12)OCC1=CC=NC=C1 (1-(4-chlorophenylamino)-4-(4-pyridylmethoxy)-phthalazine). Isolated yield 87.0%. RXN SMILES: Cl[C:2]1[C:11]2[C:6](=[CH:7][CH:8]=[CH:9][CH:10]=2)[C:5]([NH:12][C:13]2[CH:18]=[CH:17][C:16]([Cl:19])=[CH:15][CH:14]=2)=[N:4][N:3]=1.[N:20]1[CH:25]=[CH:24][C:23]([CH2:26][OH:27])=[CH:22][CH:21]=1>CC(C)=O.ClCCl>[Cl:19][C:16]1[CH:17]=[CH:18][C:13]([NH:12][C:5]2[C:6]3[C:11](=[CH:10][CH:9]=[CH:8][CH:7]=3)[C:2]([O:27][CH2:26][C:23]3[CH:24]=[CH:25][N:20]=[CH:21][CH:22]=3)=[N:3][N:4]=2)=[CH:14][CH:15]=1 |f:2.3|. Reported procedure: The general procedure used for the preparation of Example 3 was used in step 1 of the preparation of Example 4 from 1-chloro-4-(4-chlorophenylamino)phthalazine and 4-pyridyl-carbinol; (87% yield). TLC (20% acetone/dichloromethane): Rf=0.26. Reactants: [N+](=O)([O-])C1=CC=C(N(CCCl)CCCl)C=C1 (4-Nitro-[N,N-bis(2-chloroethyl)]aniline), Cl (hydrochloric acid). The reagents and catalysts are [Pd] (Pd/C). Run in C(C)(=O)OCC (ethyl acetate), CO (methanol). Yields the product Cl.ClCCN(C1=CC=C(C=C1)N)CCCl (N,N-Bis(2-chloroethyl)-1,4-phenylenediamine hydrochloride). Yield: 160.0%. As a reaction SMILES: [N+:1]([C:4]1[CH:16]=[CH:15][C:7]([N:8]([CH2:12][CH2:13][Cl:14])[CH2:9][CH2:10][Cl:11])=[CH:6][CH:5]=1)([O-])=O.Cl>C(OCC)(=O)C.CO.[Pd]>[ClH:11].[Cl:11][CH2:10][CH2:9][N:8]([CH2:12][CH2:13][Cl:14])[C:7]1[CH:15]=[CH:16][C:4]([NH2:1])=[CH:5][CH:6]=1 |f:5.6|. Reported procedure: 4-Nitro-[N,N-bis(2-chloroethyl)]aniline (5.0 g; 19.0 mmol) was dissolved in a mixed solvent of 50 ml of ethyl acetate and 25 ml of methanol, followed by the addition of 5.0 ml of 4N hydrochloric acid. Using 10% Pd/C, the reactant was subjected to hydrogenation under normal pressure at room temperature. The Pd/C was filtered off and the solvent was distilled out. The residue was crystallized from ethanol-ethyl ether, whereby 4.1 g (15.2 mmol) of the title compound was obtained (yield: 80%).